describe an organic reaction: reactants, conditions, products, and yield From a dataset of the Open Reaction Database (ORD), a public repository of structured organic reaction records. The reactants are C1(=CC=CC=C1)C=1OC(=C(N1)CC(=O)OCC)C(C)C (ethyl 2-(2-phenyl-5-isopropyl-4-oxazolyl)acetate), CO (methanol), [OH-].[K+] (potassium hydroxide). Solvent: O (water). The product is C1(=CC=CC=C1)C=1OC(=C(N1)CC(=O)O)C(C)C (2-(2-phenyl-5-isopropyl-4-oxazolyl)acetic acid). Isolated yield 97.6%. Reaction SMILES: [C:1]1([C:7]2[O:8][C:9]([CH:18]([CH3:20])[CH3:19])=[C:10]([CH2:12][C:13]([O:15]CC)=[O:14])[N:11]=2)[CH:6]=[CH:5][CH:4]=[CH:3][CH:2]=1.CO.[OH-].[K+]>O>[C:1]1([C:7]2[O:8][C:9]([CH:18]([CH3:20])[CH3:19])=[C:10]([CH2:12][C:13]([OH:15])=[O:14])[N:11]=2)[CH:2]=[CH:3][CH:4]=[CH:5][CH:6]=1 |f:2.3|. Procedure: 2.73 g of ethyl 2-(2-phenyl-5-isopropyl-4-oxazolyl)acetate, 20 ml of methanol, 5 ml of water and 1.1 g of potassium hydroxide are treated in the same manner as described in Example 8. 2.39 g of 2-(2-phenyl-5-isopropyl-4-oxazolyl)acetic acid are thereby obtained. Yield: 97.4%. Reactants: O=C([O-])[O-], COCCOC, CCOCC, CN(C)c1ccccc1-c1ccccc1P(C1CCCCC1)C1CCCCC1, CCc1cnc(CC)c(Cl)n1, [Cs+], [Cs+], NC1CN(C(=O)OCc2ccccc2)CC1O, [Na+], O=C([O-])O, O=C(C=Cc1ccccc1)C=Cc1ccccc1, O=C(C=Cc1ccccc1)C=Cc1ccccc1, O=C(C=Cc1ccccc1)C=Cc1ccccc1, [Pd], [Pd]. Product: CCc1cnc(CC)c(NC2CN(C(=O)OCc3ccccc3)CC2O)n1. Reaction SMILES: [C:57](=[O:58])([O-:59])[O-:60].[CH3:129][O:130][CH2:131][CH2:132][O:133][CH3:134].[CH3:68][CH2:69][O:70][CH2:71][CH3:72].[CH:29]1([P:30]([CH:31]2[CH2:32][CH2:33][CH2:34][CH2:35][CH2:36]2)[c:37]2[cH:38][cH:39][cH:40][cH:41][c:42]2-[c:43]2[cH:44][cH:45][cH:46][cH:47][c:48]2[N:49]([CH3:50])[CH3:51])[CH2:52][CH2:53][CH2:54][CH2:55][CH2:56]1.[Cl:18][c:19]1[n:20][c:21]([CH2:27][CH3:28])[cH:22][n:23][c:24]1[CH2:25][CH3:26].[Cs+:61].[Cs+:62].[NH2:1][CH:2]1[CH2:3][N:4]([C:8](=[O:9])[O:10][CH2:11][c:12]2[cH:13][cH:14][cH:15][cH:16][cH:17]2)[CH2:5][CH:6]1[OH:7].[Na+:67].[O-:63][C:64]([OH:65])=[O:66].[O:111]=[C:112]([CH:113]=[CH:114][c:115]1[cH:116][cH:117][cH:118][cH:119][cH:120]1)[CH:121]=[CH:122][c:123]1[cH:124][cH:125][cH:126][cH:127][cH:128]1.[O:75]=[C:76]([CH:77]=[CH:78][c:79]1[cH:80][cH:81][cH:82][cH:83][cH:84]1)[CH:85]=[CH:86][c:87]1[cH:88][cH:89][cH:90][cH:91][cH:92]1.[O:93]=[C:94]([CH:95]=[CH:96][c:97]1[cH:98][cH:99][cH:100][cH:101][cH:102]1)[CH:103]=[CH:104][c:105]1[cH:106][cH:107][cH:108][cH:109][cH:110]1.[Pd:73].[Pd:74]>>[NH:1]([CH:2]1[CH2:3][N:4]([C:8](=[O:9])[O:10][CH2:11][c:12]2[cH:13][cH:14][cH:15][cH:16][cH:17]2)[CH2:5][CH:6]1[OH:7])[c:19]1[n:20][c:21]([CH2:27][CH3:28])[cH:22][n:23][c:24]1[CH2:25][CH3:26]. The reactants are C(C)(C)(C)OC(N(C)C(C(=O)NC1=NC(=C(C=C1)C1=C(N=C2N1C=CC=C2)C)C#C)C)=O (tert-butyl-N-[1-[[6-ethynyl-5-(2-methylimidazo[1,2-a]pyridin-3-yl)pyridin-2-yl]amino]-1-oxopropan-2-yl]-N-methylcarbamate), BrC=1C=C2C=CC(N(C2=CC1)C)=O (6-bromo-1-methylquinolin-2-one), CCN(C(C)C)C(C)C (DIPEA). Reagents/catalysts: [Cu]I (copper(I) iodide), Cl[Pd]([P](C1=CC=CC=C1)(C2=CC=CC=C2)C3=CC=CC=C3)([P](C4=CC=CC=C4)(C5=CC=CC=C5)C6=CC=CC=C6)Cl (Dichlorobis(triphenylphosphine)palladium(II)). Solvent: CN1CCCC1=O (NMP). The product is C(C)(C)(C)OC(N(C(C(=O)NC1=NC(=C(C=C1)C1=C(N=C2N1C=CC=C2)C)C#CC=2C=C1C=CC(N(C1=CC2)C)=O)C)C)=O (tert-butyl-N-methyl-N-[1-[[5-(2-methylimidazo[1,2-a]pyridin-3-yl)-6-[2-(1-methyl-2-oxoquinolin-6-yl)ethynyl]pyridin-2-yl]amino]-1-oxopropan-2-yl]-carbamate). RXN SMILES: [C:1]([O:5][C:6](=[O:32])[N:7]([CH:9]([CH3:31])[C:10]([NH:12][C:13]1[CH:18]=[CH:17][C:16]([C:19]2[N:23]3[CH:24]=[CH:25][CH:26]=[CH:27][C:22]3=[N:21][C:20]=2[CH3:28])=[C:15]([C:29]#[CH:30])[N:14]=1)=[O:11])[CH3:8])([CH3:4])([CH3:3])[CH3:2].Br[C:34]1[CH:35]=[C:36]2[C:41](=[CH:42][CH:43]=1)[N:40]([CH3:44])[C:39](=[O:45])[CH:38]=[CH:37]2.CCN(C(C)C)C(C)C>CN1C(=O)CCC1.[Cu]I.Cl[Pd](Cl)([P](C1C=CC=CC=1)(C1C=CC=CC=1)C1C=CC=CC=1)[P](C1C=CC=CC=1)(C1C=CC=CC=1)C1C=CC=CC=1>[C:1]([O:5][C:6](=[O:32])[N:7]([CH3:8])[CH:9]([CH3:31])[C:10]([NH:12][C:13]1[CH:18]=[CH:17][C:16]([C:19]2[N:23]3[CH:24]=[CH:25][CH:26]=[CH:27][C:22]3=[N:21][C:20]=2[CH3:28])=[C:15]([C:29]#[C:30][C:34]2[CH:35]=[C:36]3[C:41](=[CH:42][CH:43]=2)[N:40]([CH3:44])[C:39](=[O:45])[CH:38]=[CH:37]3)[N:14]=1)=[O:11])([CH3:4])([CH3:3])[CH3:2] |^1:66,85|. Procedure: A mixture of tert-butyl-N-[1-[[6-ethynyl-5-(2-methylimidazo[1,2-a]pyridin-3-yl)pyridin-2-yl]amino]-1-oxopropan-2-yl]-N-methylcarbamate F1a (60 mg, 0.14 mmol), 6-bromo-1-methylquinolin-2-one (82 mg, 0.35 mmol), copper(I) iodide (2.6 mg, 0.01 mmol), Dichlorobis(triphenylphosphine)palladium(II) (8.1 mg, 0.01 mmol) and DIPEA (94 μl, 0.55 mmol) is stirred under argon atmosphere in NMP (0.5 ml) for 2 h at 50° C. The mixture is concentrated in vacuo and the product purified by RP HPLC. Yield: 17 mg (21... Starting materials: FC(C1=CC=C(C=C1)B(O)O)(F)F (4-(trifluoromethyl)-phenylboronic acid), Cl.NC[C@@H]1[C@@H](CCCC1)O (cis-2-aminomethyl-1-cyclohexanol hydrochloride), BrC=1C=C(C=NC1Cl)C(=O)O (5-bromo-6-chloro-3-pyridinecarboxylic acid), OCC1CC1 (hydroxymethyl-cyclopropan). The product is title compound, C1(CC1)COC1=NC=C(C(=O)NCC2C(CCCC2)O)C=C1C1=CC=C(C=C1)C(F)(F)F (racemic 6-cyclopropylmethoxy-N-((1RS,2RS)-2-hydroxy-cyclohexyl-methyl)-5-(4-trifluoromethyl-phenyl)-nicotinamide). RXN SMILES: Br[C:2]1[CH:3]=[C:4]([C:9]([OH:11])=O)[CH:5]=[N:6][C:7]=1Cl.[OH:12][CH2:13][CH:14]1[CH2:16][CH2:15]1.[F:17][C:18]([F:29])([F:28])[C:19]1[CH:24]=[CH:23][C:22](B(O)O)=[CH:21][CH:20]=1.Cl.[NH2:31][CH2:32][C@H:33]1[CH2:38][CH2:37][CH2:36][CH2:35][C@H:34]1[OH:39]>>[CH:14]1([CH2:13][O:12][C:7]2[C:2]([C:22]3[CH:23]=[CH:24][C:19]([C:18]([F:29])([F:28])[F:17])=[CH:20][CH:21]=3)=[CH:3][C:4]([C:9]([NH:31][CH2:32][CH:33]3[CH2:38][CH2:37][CH2:36][CH2:35][CH:34]3[OH:39])=[O:11])=[CH:5][N:6]=2)[CH2:16][CH2:15]1 |f:3.4|. Reported procedure: The title compound was synthesized in analogy to Example 75, using 5-bromo-6-chloro-3-pyridinecarboxylic acid, hydroxymethyl-cyclopropan, 4-(trifluoromethyl)-phenylboronic acid and cis-2-aminomethyl-1-cyclohexanol hydrochloride as starting materials to yield racemic 6-cyclopropylmethoxy-N-((1RS,2RS)-2-hydroxy-cyclohexyl-methyl)-5-(4-trifluoromethyl-phenyl)-nicotinamide. MS (ISP) 449.1 (M+H)+.